This data is from the Open Reaction Database (ORD), a public repository of structured organic reaction records. The task is: describe an organic reaction: reactants, conditions, products, and yield The reactants are C1=CC(=CC(=C1)Cl)C(=O)OO (m-CPBA), powder, C(C)OC(=O)C=1C(C2=C(N=C(N=C2)SC)N(C1)C1CCCC1)=O (8-cyclopentyl-2-methylsulfanyl-5-oxo-5,8-dihydro-pyrido[2,3-d]pyrimidine-6-carboxylic acid ethyl ester), solution, [O-]S(=O)[O-].[Na+].[Na+] (Na2SO3). The solvent is C(Cl)Cl (DCM). Run at time 2 hour. The product is C(C)OC(=O)C=1C(C2=C(N=C(N=C2)S(=O)(=O)C)N(C1)C1CCCC1)=O (8-Cyclopentyl-2-methanesulfonyl-5-oxo-5,8-dihydro-pyrido[2,3-d]pyrimidine-6-carboxylic acid ethyl ester). Reaction SMILES: [CH:1]1C=C(Cl)C=C(C(OO)=O)C=1.[CH2:12]([O:14][C:15]([C:17]1[C:18](=[O:34])[C:19]2[CH:24]=[N:23][C:22](SC)=[N:21][C:20]=2[N:27]([CH:29]2[CH2:33][CH2:32][CH2:31][CH2:30]2)[CH:28]=1)=[O:16])[CH3:13].[O-:35][S:36]([O-:38])=O.[Na+].[Na+]>C(Cl)Cl>[CH2:12]([O:14][C:15]([C:17]1[C:18](=[O:34])[C:19]2[CH:24]=[N:23][C:22]([S:36]([CH3:1])(=[O:38])=[O:35])=[N:21][C:20]=2[N:27]([CH:29]2[CH2:30][CH2:31][CH2:32][CH2:33]2)[CH:28]=1)=[O:16])[CH3:13] |f:2.3.4|. Procedure: m-CPBA (0.45 g, 2.05 mmol of a 77% powder) was added to a solution of 8-cyclopentyl-2-methylsulfanyl-5-oxo-5,8-dihydro-pyrido[2,3-d]pyrimidine-6-carboxylic acid ethyl ester (0.27 g, 0.82 mmol) in DCM (5 mL). After 2 hours, a 10% solution of Na2SO3 (2 mL) was added and the mixture was partitioned between sat. NaHCO3 and DCM. The organic layer was dried (MgSO4) and concentrated to provide the title compound. Mass Spectrum (LCMS, ESI pos.) Calcd. For C16H19N3O5S: 365.10, found: (M+H) 366.1. Reactants: CCCCOC1CN(c2ncc(C(=O)OCC)s2)CCC1NC(=O)c1nc(Cl)c(CC)[nH]1, C1CCOC1, CO, [Li+], [OH-]. Reaction SMILES: [CH2:1]([CH2:2][CH2:3][CH3:4])[O:5][CH:6]1[CH2:7][N:8]([c:23]2[s:24][c:25]([C:28](=[O:29])[O:30][CH2:31][CH3:32])[cH:26][n:27]2)[CH2:9][CH2:10][CH:11]1[NH:12][C:13](=[O:14])[c:15]1[nH:16][c:17]([CH2:21][CH3:22])[c:18]([Cl:20])[n:19]1.[CH2:37]1[O:38][CH2:39][CH2:40][CH2:41]1.[CH3:35][OH:36].[Li+:33].[OH-:34]>>[CH2:1]([CH2:2][CH2:3][CH3:4])[O:5][CH:6]1[CH2:7][N:8]([c:23]2[s:24][c:25]([C:28](=[O:29])[OH:30])[cH:26][n:27]2)[CH2:9][CH2:10][CH:11]1[NH:12][C:13](=[O:14])[c:15]1[nH:16][c:17]([CH2:21][CH3:22])[c:18]([Cl:20])[n:19]1. Product: CCCCOC1CN(c2ncc(C(=O)O)s2)CCC1NC(=O)c1nc(Cl)c(CC)[nH]1. The reactants are Br, CCCCCN(CCC)C1CCc2c(OC)cccc2C1C, Cl. Yields the product Cl, CCCCCN(CCC)C1CCc2c(O)cccc2C1C. RXN SMILES: [BrH:24].[CH3:2][O:3][c:4]1[c:5]2[c:10]([cH:11][cH:12][cH:13]1)[CH:9]([CH3:14])[CH:8]([N:15]([CH2:16][CH2:17][CH3:18])[CH2:19][CH2:20][CH2:21][CH2:22][CH3:23])[CH2:7][CH2:6]2.[ClH:1]>>[ClH:1].[OH:3][c:4]1[c:5]2[c:10]([cH:11][cH:12][cH:13]1)[CH:9]([CH3:14])[CH:8]([N:15]([CH2:16][CH2:17][CH3:18])[CH2:19][CH2:20][CH2:21][CH2:22][CH3:23])[CH2:7][CH2:6]2. The reactants are C1COCCO1, Cl, CC(C)(C)OC(=O)N1CCC(COc2ccc(-c3ccc(S(C)(=O)=O)cc3F)cc2)CC1. The product is Cl, CS(=O)(=O)c1ccc(-c2ccc(OCC3CCNCC3)cc2)c(F)c1. RXN SMILES: [CH2:34]1[O:35][CH2:36][CH2:37][O:38][CH2:39]1.[ClH:33].[F:1][c:2]1[c:3](-[c:12]2[cH:13][cH:14][c:15]([O:18][CH2:19][CH:20]3[CH2:21][CH2:22][N:23]([C:26]([O:27][C:28]([CH3:29])([CH3:30])[CH3:31])=[O:32])[CH2:24][CH2:25]3)[cH:16][cH:17]2)[cH:4][cH:5][c:6]([S:8](=[O:9])(=[O:10])[CH3:11])[cH:7]1>>[ClH:33].[F:1][c:2]1[c:3](-[c:12]2[cH:13][cH:14][c:15]([O:18][CH2:19][CH:20]3[CH2:21][CH2:22][NH:23][CH2:24][CH2:25]3)[cH:16][cH:17]2)[cH:4][cH:5][c:6]([S:8](=[O:9])(=[O:10])[CH3:11])[cH:7]1. The reactants are O=P12OP3(=O)OP(=O)(O1)OP(=O)(O2)O3 (P2O5), OS(=O)(=O)O (H2SO4), C1(=CC=CC=C1)C1(CCOCC1)C(=O)C(C(=O)OCC)C(=O)OCC (Diethyl 2-(4-phenyl-tetrahydro-2H-pyran-4-carbonyl)malonate). The solvent is CCOC(=O)C (EtOAc), CCOC(=O)C (EtOAc). Conditions: temperature 0 celsius, time 3 hour. Yields the product OC1=C(C(C2(CCOCC2)C2=CC=CC=C12)=O)C(=O)OCC (Ethyl 4-hydroxy-2-oxo-2′,3′,5′,6′-tetrahydro-spiro[naphthalene-1,4′-pyran]-3-carboxylate). As a reaction SMILES: [C:1]1([C:7]2([C:13]([CH:15]([C:21](OCC)=[O:22])[C:16]([O:18][CH2:19][CH3:20])=[O:17])=[O:14])[CH2:12][CH2:11][O:10][CH2:9][CH2:8]2)[CH:6]=[CH:5][CH:4]=[CH:3][CH:2]=1.O=P12OP3(OP(OP(O3)(O1)=O)(=O)O2)=O.OS(O)(=O)=O>CCOC(C)=O>[OH:22][C:21]1[C:2]2[C:1](=[CH:6][CH:5]=[CH:4][CH:3]=2)[C:7]2([CH2:12][CH2:11][O:10][CH2:9][CH2:8]2)[C:13](=[O:14])[C:15]=1[C:16]([O:18][CH2:19][CH3:20])=[O:17]. Procedure details: Diethyl 2-(4-phenyl-tetrahydro-2H-pyran-4-carbonyl)malonate (418 mg, 1200 μmol) was dissolved in a minimal amount of EtOAc and then cooled to 0° C. A slurry of P2O5 (681 mg) and H2SO4 (640 μL, 11998 μmol) (also at 0° C.) was added to the mixture via spatula, and the reaction mixture was stirred for 3 hours. The reaction mixture was then poured into a beaker of ice, diluted with 100 mL of EtOAc, added to a separatory funnel, partitioned with water, washed with water (2×50 mL), separated, dried ov... Starting materials: C(C=C)OC(C(C(=O)OCC=C)CC1=CC(=CC=C1)C(F)(F)F)=O (Diallyl-2-(3-trifluoromethylbenzyl)malonate), [H-].[Na+] (sodium hydride), Cl (hydrochloric acid), BrCC(=O)C1=CC=C(C=C1)Br (2,4′-dibromoacetophenone). Run in O (water), C1CCOC1 (THF), C1CCOC1 (THF), C1CCOC1 (THF). Run at time 30 minute. Product: C(C=C)OC(C(C(=O)OCC=C)(CC1=CC(=CC=C1)C(F)(F)F)CC(=O)C1=CC=C(C=C1)Br)=O (Diallyl-2-[2-(4-bromophenyl)-2-oxoethyl]-2-(3-trifluoromethylbenzyl)malonate). The yield is 75.8%. As a reaction SMILES: [CH2:1]([O:4][C:5](=[O:24])[CH:6]([CH2:13][C:14]1[CH:19]=[CH:18][CH:17]=[C:16]([C:20]([F:23])([F:22])[F:21])[CH:15]=1)[C:7]([O:9][CH2:10][CH:11]=[CH2:12])=[O:8])[CH:2]=[CH2:3].[H-].[Na+].Br[CH2:28][C:29]([C:31]1[CH:36]=[CH:35][C:34]([Br:37])=[CH:33][CH:32]=1)=[O:30].Cl>C1COCC1.O>[CH2:10]([O:9][C:7](=[O:8])[C:6]([CH2:28][C:29]([C:31]1[CH:36]=[CH:35][C:34]([Br:37])=[CH:33][CH:32]=1)=[O:30])([CH2:13][C:14]1[CH:19]=[CH:18][CH:17]=[C:16]([C:20]([F:22])([F:23])[F:21])[CH:15]=1)[C:5]([O:4][CH2:1][CH:2]=[CH2:3])=[O:24])[CH:11]=[CH2:12] |f:1.2|. Procedure: Diallyl-2-(3-trifluoromethylbenzyl)malonate (1.03 g, 3.01 mmol) in anhyd THF (20 mL) was added dropwise to a stirred suspension of sodium hydride (95%, 84 mg, 3.31 mmol) in anhyd THF (20 mL) at room temperature. The clear solution was stirred at room temperature for 30 min and then a solution of 2,4′-dibromoacetophenone (1.0 g, 3.61 mmol) in THF (10 mL) was added dropwise. The reaction mixture was warmed to 50° C. for 3 h (TLC control), cooled to room temperature and then water (10 mL) was added... Reactants: ClC(=O)OCC1=CC=CC=C1 (benzyl chloroformate), O (water), N1C(CCC2=CC=CC=C12)=O (3,4-dihydroquinolin-2(1H)-one), [H-].[Na+] (sodium hydride), crude product. The reagents and catalysts are CN(C)C1=CC=NC=C1 (N,N-dimethyl-4-aminopyridine). Run in CCCCCC.C(C)(=O)OCC (hexane ethyl acetate), O1CCCC1 (tetrahydrofuran). Run at temperature 0 celsius, time 30 minute. Product: O=C1N(C2=CC=CC=C2CC1)C(=O)OCC1=CC=CC=C1 (benzyl 2-oxo-3,4-dihydroquinoline-1(2H)-carboxylate). Isolated yield 76.0%. Reaction SMILES: [NH:1]1[C:10]2[C:5](=[CH:6][CH:7]=[CH:8][CH:9]=2)[CH2:4][CH2:3][C:2]1=[O:11].[H-].[Na+].Cl[C:15]([O:17][CH2:18][C:19]1[CH:24]=[CH:23][CH:22]=[CH:21][CH:20]=1)=[O:16].O>O1CCCC1.CN(C1C=CN=CC=1)C.CCCCCC.C(OCC)(=O)C>[O:11]=[C:2]1[CH2:3][CH2:4][C:5]2[C:10](=[CH:9][CH:8]=[CH:7][CH:6]=2)[N:1]1[C:15]([O:17][CH2:18][C:19]1[CH:24]=[CH:23][CH:22]=[CH:21][CH:20]=1)=[O:16] |f:1.2,7.8|. Procedure details: A reactor was charged with 1.5 g (10 mmol) of 3,4-dihydroquinolin-2(1H)-one and 77 mL of tetrahydrofuran as a solvent. After cooling the mixture to 0° C., 0.8 g (20 mmol) of sodium hydride was added dropwise to the mixture. The mixture was stirred for 30 minutes, and held at 0° C., followed by the addition of 5.12 g (30 mmol) of benzyl chloroformate (acyl chloride (RCl)) and 0.24 g (2 mmol) of N,N-dimethyl-4-aminopyridine (DMAP). After adjusting the temperature of the reaction system to room tem... The reactants are COC(=O)NC1=Nc2ccc(OS(=O)(=O)c3cccc(C(F)(F)F)c3)cc2NS1, CCOC(C)=O, O=C(OO)c1cccc(Cl)c1, [Na+], [Na+], O=C([O-])[O-], C1COCCO1, O. Yields the product COC(=O)NC1=Nc2ccc(OS(=O)(=O)c3cccc(C(F)(F)F)c3)cc2NS1=O. Reaction SMILES: [C:12](=[O:13])([O:14][CH3:15])[NH:16][C:17]1=[N:22][c:21]2[c:20]([cH:26][c:25]([O:27][S:28](=[O:29])(=[O:30])[c:31]3[cH:32][c:33]([C:37]([F:38])([F:39])[F:40])[cH:34][cH:35][cH:36]3)[cH:24][cH:23]2)[NH:19][S:18]1.[CH3:47][CH2:48][O:49][C:50](=[O:51])[CH3:52].[Cl:1][c:2]1[cH:3][cH:4][cH:5][c:6]([C:7]([O:8][OH:10])=[O:9])[cH:11]1.[Na+:41].[Na+:42].[O-:43][C:44](=[O:45])[O-:46].[O:53]1[CH2:54][CH2:55][O:56][CH2:57][CH2:58]1.[OH2:59]>>[O:9]=[S:18]1[C:17]([NH:16][C:12](=[O:13])[O:14][CH3:15])=[N:22][c:21]2[c:20]([cH:26][c:25]([O:27][S:28](=[O:29])(=[O:30])[c:31]3[cH:32][c:33]([C:37]([F:38])([F:39])[F:40])[cH:34][cH:35][cH:36]3)[cH:24][cH:23]2)[NH:19]1. Starting materials: CC(=O)OCC1CC(n2cnc3c(Cl)nc(N)nc32)C1COC(C)=O, CC(=O)[O-], CO, [H][H], [Na+]. Yields the product CC(=O)OCC1CC(n2cnc3cnc(N)nc32)C1COC(C)=O. Reaction SMILES: [C:1]([CH3:2])(=[O:3])[O:4][CH2:5][CH:6]1[CH:7]([n:15]2[c:16]3[n:17][c:18]([NH2:25])[n:19][c:20]([Cl:24])[c:21]3[n:22][cH:23]2)[CH2:8][CH:9]1[CH2:10][O:11][C:12]([CH3:13])=[O:14].[CH3:27][C:28](=[O:29])[O-:30].[CH3:33][OH:34].[H:31][H:32].[Na+:26]>>[C:1]([CH3:2])(=[O:3])[O:4][CH2:5][CH:6]1[CH:7]([n:15]2[c:16]3[n:17][c:18]([NH2:25])[n:19][cH:20][c:21]3[n:22][cH:23]2)[CH2:8][CH:9]1[CH2:10][O:11][C:12]([CH3:13])=[O:14].